This data is from the Open Reaction Database (ORD), a public repository of structured organic reaction records. The task is: describe an organic reaction: reactants, conditions, products, and yield Reactants: C(CCC)C1=CC2=C(N=C3N(C2=O)C=C(C=C3)C(=O)OC)S1 (2-butyl-4-oxo-4H-pyrido[1,2-a]thieno[2,3-d]pyrimidine-7-carboxylic acid, methyl ester), [OH-].[Na+] (sodium hydroxide). The solvent is C(C)O (ethanol). Yields the product C(CCC)C1=CC(=C(S1)NC1=CC=C(C=N1)C(=O)O)C(=O)O (6-[(5-butyl-3-carboxy-2-thienyl)amino]-3-pyridinecarboxylic acid). Reaction SMILES: [CH2:1]([C:5]1[S:22][C:8]2[N:9]=[C:10]3[CH:17]=[CH:16][C:15]([C:18]([O:20]C)=[O:19])=[CH:14][N:11]3[C:12](=[O:13])[C:7]=2[CH:6]=1)[CH2:2][CH2:3][CH3:4].[OH-:23].[Na+]>C(O)C>[CH2:1]([C:5]1[S:22][C:8]([NH:9][C:10]2[N:11]=[CH:14][C:15]([C:18]([OH:20])=[O:19])=[CH:16][CH:17]=2)=[C:7]([C:12]([OH:23])=[O:13])[CH:6]=1)[CH2:2][CH2:3][CH3:4] |f:1.2|. Reported procedure: A mixture of 2-butyl-4-oxo-4H-pyrido[1,2-a]thieno[2,3-d]pyrimidine-7-carboxylic acid, methyl ester (Example 8), 0.94 g (0.00297 mol), 35 ml of 1 N sodium hydroxide and 25 ml of ethanol is refluxed for fifty-five minutes. The resulting solution is evaporated to dryness, and the residue is dissolved in hot water, filtered, cooled and acidified with glacial acetic acid. The precipitate is separated, washed with water and dried to give 0.7 g of 6-[(5-butyl-3-carboxy-2-thienyl)amino]-3-pyridinecarbox...